Dataset: the Open Reaction Database (ORD), a public repository of structured organic reaction records. Task: describe an organic reaction: reactants, conditions, products, and yield The reactants are CC(=O)O[BH-](OC(C)=O)OC(C)=O, O=C(Nc1cccc(-c2nn3ccccc3c2-c2ccnc(Nc3ccc4c(c3)CNCC4)n2)c1)c1ccccc1, C=O, CO, CC(=O)O, ClCCl, [Na+]. The product is CN1CCc2ccc(Nc3nccc(-c4c(-c5cccc(NC(=O)c6ccccc6)c5)nn5ccccc45)n3)cc2C1. As a reaction SMILES: [C:49]([O:50][BH-:51]([O:52][C:53](=[O:54])[CH3:55])[O:56][C:57](=[O:58])[CH3:59])(=[O:60])[CH3:61].[CH2:1]1[NH:2][CH2:3][CH2:4][c:5]2[cH:6][cH:7][c:8]([NH:11][c:12]3[n:13][cH:14][cH:15][c:16](-[c:18]4[c:19](-[c:27]5[cH:28][c:29]([NH:33][C:34]([c:35]6[cH:36][cH:37][cH:38][cH:39][cH:40]6)=[O:41])[cH:30][cH:31][cH:32]5)[n:20][n:21]5[c:22]4[cH:23][cH:24][cH:25][cH:26]5)[n:17]3)[cH:9][c:10]21.[CH2:47]=[O:48].[CH3:45][OH:46].[CH3:63][C:64](=[O:65])[OH:66].[Cl:42][CH2:43][Cl:44].[Na+:62]>>[CH2:1]1[N:2]([CH3:43])[CH2:3][CH2:4][c:5]2[cH:6][cH:7][c:8]([NH:11][c:12]3[n:13][cH:14][cH:15][c:16](-[c:18]4[c:19](-[c:27]5[cH:28][c:29]([NH:33][C:34]([c:35]6[cH:36][cH:37][cH:38][cH:39][cH:40]6)=[O:41])[cH:30][cH:31][cH:32]5)[n:20][n:21]5[c:22]4[cH:23][cH:24][cH:25][cH:26]5)[n:17]3)[cH:9][c:10]21. The reactants are CS(=O)(=O)O (methanesulphonic acid), NC(C(=O)O)C (2-amino-propionic acid), 2-{3-[5-(2,4-diamino-pyrimidin-5-ylmethyl)-2,3-dimethoxy-phenyl -acryloyl}-1,2-dihydro-phthalazin-1-yl)-benzyl ester, NC1=NC=C(C(=N1)N)CC=1C=C(C(=C(C1)C=CC(=O)N1C(C2=CC=CC=C2C=N1)C1=CC=C(COC(C(C)NC(=O)OC(C)(C)C)=O)C=C1)OC)OC (2-tert-butoxycarbonylamino-propionic acid 4-(2-(3-[5-(2,4-diamino-pyrimidin-5-ylmethyl)-2,3-dimethoxy-phenyl]-acryloyl)-1,2-dihydro-phthalazin-1-yl)-benzyl ester). Solvent: C(C(F)(F)F)O (trifluoroethanol). Yields the product NC1=NC=C(C(=N1)N)CC=1C=C(C(=C(C1)C=CC(=O)N1C(C2=CC=CC=C2C=N1)C1=CC=C(COC(C(C)N)=O)C=C1)OC)OC (2-amino-propionic acid 4-(2-{3-[5-(2,4-diamino-pyrimidin-5-ylmethyl)-2,3-dimethoxy-phenyl]-acryloyl)-1,2-dihydro-phthalazin-1-yl)-benzyl ester). Isolated yield 58.1%. Reaction SMILES: NC(C)C(O)=O.[NH2:7][C:8]1[N:13]=[C:12]([NH2:14])[C:11]([CH2:15][C:16]2[CH:17]=[C:18]([O:58][CH3:59])[C:19]([O:56][CH3:57])=[C:20]([CH:22]=[CH:23][C:24]([N:26]3[N:35]=[CH:34][C:33]4[C:28](=[CH:29][CH:30]=[CH:31][CH:32]=4)[CH:27]3[C:36]3[CH:55]=[CH:54][C:39]([CH2:40][O:41][C:42](=[O:53])[CH:43]([NH:45]C(OC(C)(C)C)=O)[CH3:44])=[CH:38][CH:37]=3)=[O:25])[CH:21]=2)=[CH:10][N:9]=1.CS(O)(=O)=O>C(O)C(F)(F)F>[NH2:7][C:8]1[N:13]=[C:12]([NH2:14])[C:11]([CH2:15][C:16]2[CH:17]=[C:18]([O:58][CH3:59])[C:19]([O:56][CH3:57])=[C:20]([CH:22]=[CH:23][C:24]([N:26]3[N:35]=[CH:34][C:33]4[C:28](=[CH:29][CH:30]=[CH:31][CH:32]=4)[CH:27]3[C:36]3[CH:37]=[CH:38][C:39]([CH2:40][O:41][C:42](=[O:53])[CH:43]([NH2:45])[CH3:44])=[CH:54][CH:55]=3)=[O:25])[CH:21]=2)=[CH:10][N:9]=1. Procedure: Preparation of 2-amino-propionic acid 4-(2-{3-[5-(2,4-diamino-pyrimidin-5-ylmethyl)-2,3-dimethoxy-phenyl -acryloyl}-1,2-dihydro-phthalazin-1-yl)-benzyl ester ##STR16## A solution of 130 mg of 2-tert-butoxycarbonylamino-propionic acid 4-(2-(3-[5-(2,4-diamino-pyrimidin-5-ylmethyl)-2,3-dimethoxy-phenyl]-acryloyl)-1,2-dihydro-phthalazin-1-yl)-benzyl ester in 20 ml of trifluoroethanol is treated with 18 μl of methanesulphonic acid at room temperature over one hour. The reaction solution is concentrat... The reactants are ClC1=CC=C(C=C1)NC(C=1C=C(C(=O)N)C=CC1OC)=O (3-N-(4-chlorophenyl)-4-methoxyisophthalamide), BrCC=CCC (1-bromo-2-pentene). Yields the product ClC1=CC=C(C=C1)NC(C=1C=C(C(=O)N)C=CC1OCC=CCC)=O (3-N-(4-chlorophenyl)-4-(2-pentenyloxy)-isophthalamide). RXN SMILES: [Cl:1][C:2]1[CH:7]=[CH:6][C:5]([NH:8][C:9](=[O:21])[C:10]2[CH:11]=[C:12]([CH:16]=[CH:17][C:18]=2[O:19][CH3:20])[C:13]([NH2:15])=[O:14])=[CH:4][CH:3]=1.Br[CH2:23][CH:24]=[CH:25][CH2:26]C>>[Cl:1][C:2]1[CH:7]=[CH:6][C:5]([NH:8][C:9](=[O:21])[C:10]2[CH:11]=[C:12]([CH:16]=[CH:17][C:18]=2[O:19][CH2:20][CH:23]=[CH:24][CH2:25][CH3:26])[C:13]([NH2:15])=[O:14])=[CH:4][CH:3]=1. Reported procedure: The captioned compound was synthesized from 3-N-(4-chlorophenyl)-4-methoxyisophthalamide and 1-bromo-2-pentene by the same procedure as in the manufacturing method described in Example 1-1-2. Reaction conditions: temperature 100 celsius, time 2 hour. The yield is 32.5%. Solvent: C1(=CC=CC=C1)C (toluene), CCCCCC (hexane). Procedure: A mixture of 4-bromo-2-bromomethyl-6-methyl-benzoic acid methyl ester (0.500 g, 1.6 mmol), 4-phenoxy-benzylamine (0.342 mL, 1.92 mmol), and K2CO3 (0.484 g, 3.5 mmol) in toluene (5 mL) was heated with stirring at 100° C. for 2 h. Workup and silica gel column chromatography using 30% ethyl acetate in hexane afforded 5-bromo-7-methyl-2-(4-phenoxy-benzyl)-2,3-dihydro-isoindol-1-one (0.212 g, 32%). GC-MS: m/z 407 (M)+, 314 (M−93)+. Reactants: C(C)(=O)OCC (ethyl acetate), COC(C1=C(C=C(C=C1C)Br)CBr)=O (4-bromo-2-bromomethyl-6-methyl-benzoic acid methyl ester), O(C1=CC=CC=C1)C1=CC=C(CN)C=C1 (4-phenoxy-benzylamine), C(=O)([O-])[O-].[K+].[K+] (K2CO3). RXN SMILES: CO[C:3](=[O:14])[C:4]1[C:9]([CH3:10])=[CH:8][C:7]([Br:11])=[CH:6][C:5]=1[CH2:12]Br.[O:15]([C:22]1[CH:29]=[CH:28][C:25]([CH2:26][NH2:27])=[CH:24][CH:23]=1)[C:16]1[CH:21]=[CH:20][CH:19]=[CH:18][CH:17]=1.C([O-])([O-])=O.[K+].[K+].C(OCC)(=O)C>C1(C)C=CC=CC=1.CCCCCC>[Br:11][C:7]1[CH:6]=[C:5]2[C:4](=[C:9]([CH3:10])[CH:8]=1)[C:3](=[O:14])[N:27]([CH2:26][C:25]1[CH:28]=[CH:29][C:22]([O:15][C:16]3[CH:17]=[CH:18][CH:19]=[CH:20][CH:21]=3)=[CH:23][CH:24]=1)[CH2:12]2 |f:2.3.4|. Product: BrC=1C=C2CN(C(C2=C(C1)C)=O)CC1=CC=C(C=C1)OC1=CC=CC=C1 (5-bromo-7-methyl-2-(4-phenoxy-benzyl)-2,3-dihydro-isoindol-1-one). The reactants are F[B-](F)(F)F, C1COCCN1, CN(C)C=O, CC(C)N1CCN(C(=O)c2ccc3[nH]c(C(=O)O)cc3c2)CC1, CCN(C(C)C)C(C)C, Cl, CN(C)C(On1nnc2ccccc21)=[N+](C)C. Reaction SMILES: [B-:25]([F:26])([F:27])([F:28])[F:29].[CH2:47]1[CH2:48][O:49][CH2:50][CH2:51][NH:52]1.[CH3:62][N:63]([CH3:64])[CH:65]=[O:66].[CH:1]([CH3:2])([CH3:3])[N:4]1[CH2:5][CH2:6][N:7]([C:10](=[O:11])[c:12]2[cH:13][c:14]3[cH:15][c:16]([C:21](=[O:22])[OH:23])[nH:17][c:18]3[cH:19][cH:20]2)[CH2:8][CH2:9]1.[CH:53]([N:54]([CH2:55][CH3:56])[CH:57]([CH3:58])[CH3:59])([CH3:60])[CH3:61].[ClH:24].[n:30]1([O:31][C:32]([N:33]([CH3:34])[CH3:35])=[N+:36]([CH3:37])[CH3:38])[c:39]2[cH:40][cH:41][cH:42][cH:43][c:44]2[n:45][n:46]1>>[CH:1]([CH3:2])([CH3:3])[N:4]1[CH2:5][CH2:6][N:7]([C:10](=[O:11])[c:12]2[cH:13][c:14]3[cH:15][c:16]([C:21](=[O:23])[N:52]4[CH2:47][CH2:48][O:49][CH2:50][CH2:51]4)[nH:17][c:18]3[cH:19][cH:20]2)[CH2:8][CH2:9]1. Product: CC(C)N1CCN(C(=O)c2ccc3[nH]c(C(=O)N4CCOCC4)cc3c2)CC1. Product: COc1ccccc1CSCCNc1ncc(Cc2cccnc2)c(=O)[nH]1. The reactants are CSc1ncc(Cc2cccnc2)c(=O)[nH]1, COc1ccccc1CSCCN, O. RXN SMILES: [CH3:14][S:15][c:16]1[n:17][cH:18][c:19]([CH2:23][c:24]2[cH:25][n:26][cH:27][cH:28][cH:29]2)[c:20](=[O:22])[nH:21]1.[CH3:1][O:2][c:3]1[c:4]([CH2:5][S:6][CH2:7][CH2:8][NH2:9])[cH:10][cH:11][cH:12][cH:13]1.[OH2:30]>>[CH3:1][O:2][c:3]1[c:4]([CH2:5][S:6][CH2:7][CH2:8][NH:9][c:16]2[n:17][cH:18][c:19]([CH2:23][c:24]3[cH:25][n:26][cH:27][cH:28][cH:29]3)[c:20](=[O:22])[nH:21]2)[cH:10][cH:11][cH:12][cH:13]1. Procedure details: The oily Z-Sar-Asp(OtBu)-Val-OtBu protected tripeptide obtained in a yield of 4.2 g (7.6 mmol) (Rf1 =0.75) is dissolved in 40 ml of methanol and, after adding 0.8 g of palladium-on-carbon catalyst, the mixture is hydrogenated in the usual manner. After filtering off the catalyst, 1.0 g (8.0 mmol) of oxalic acid dihydrate is added to the filtrate, the solution is evaporated and the residue is solidified by adding ether to obtain 2.24 g of H-Sar-Asp(OtBu)-Val-OtBu.oxalate (free tripeptide oxalate)... Starting materials: N(C)(CC(=O)N[C@@H](CC(OC(C)(C)C)=O)C(=O)N[C@@H](C(C)C)C(=O)OC(C)(C)C)C(=O)OCC1=CC=CC=C1 (Z-Sar-Asp(OtBu)-Val-OtBu), tripeptide, O.O.C(C(=O)O)(=O)O (oxalic acid dihydrate). The product is N(C)CC(=O)N[C@@H](CC(OC(C)(C)C)=O)C(=O)N[C@@H](C(C)C)C(=O)OC(C)(C)C (H-Sar-Asp(OtBu)-Val-OtBu). The reagents and catalysts are [Pd] (palladium-on-carbon). Solvent: CO (methanol). As a reaction SMILES: [N:1](C(OCC1C=CC=CC=1)=O)([CH2:3][C:4]([NH:6][C@H:7]([C:16]([NH:18][C@H:19]([C:23]([O:25][C:26]([CH3:29])([CH3:28])[CH3:27])=[O:24])[CH:20]([CH3:22])[CH3:21])=[O:17])[CH2:8][C:9](=[O:15])[O:10][C:11]([CH3:14])([CH3:13])[CH3:12])=[O:5])[CH3:2].O.O.C(O)(=O)C(O)=O>CO.[Pd]>[NH:1]([CH2:3][C:4]([NH:6][C@H:7]([C:16]([NH:18][C@H:19]([C:23]([O:25][C:26]([CH3:27])([CH3:28])[CH3:29])=[O:24])[CH:20]([CH3:22])[CH3:21])=[O:17])[CH2:8][C:9](=[O:15])[O:10][C:11]([CH3:12])([CH3:13])[CH3:14])=[O:5])[CH3:2] |f:1.2.3|. Starting materials: 3.2, [OH-].[Na+] (sodium hydroxide), ClC1=CC=C(S1)C1=NC2=C(N1)C=CC(=C2)CC(=O)OCC (ethyl [2-(5-chlorothiophen-2-yl)-1H-benzimidazol-5-yl]acetate). Run in CO (methanol). Run at time 3 day. Product: ClC1=CC=C(S1)C1=NC2=C(N1)C=CC(=C2)CC(=O)O ([2-(5-chlorothiophen-2-yl)-1H-benzimidazol-5-yl]acetic acid). As a reaction SMILES: [OH-].[Na+].[Cl:3][C:4]1[S:8][C:7]([C:9]2[NH:13][C:12]3[CH:14]=[CH:15][C:16]([CH2:18][C:19]([O:21]CC)=[O:20])=[CH:17][C:11]=3[N:10]=2)=[CH:6][CH:5]=1>CO>[Cl:3][C:4]1[S:8][C:7]([C:9]2[NH:13][C:12]3[CH:14]=[CH:15][C:16]([CH2:18][C:19]([OH:21])=[O:20])=[CH:17][C:11]=3[N:10]=2)=[CH:6][CH:5]=1 |f:0.1|. Procedure details: 3.2 34.7 ml of aqueous 1 N sodium hydroxide solution are added to a solution of 10.1 g (about 20.5 mmol) of ethyl [2-(5-chlorothiophen-2-yl)-1H-benzimidazol-5-yl]acetate in 70 ml of methanol, and the mixture is stirred at room temperature for 3 days. The reaction mixture is evaporated, and the residue is taken up in 25 ml of water. A pH of 4.5 is set by addition of conc. hydrochloric acid. The resultant precipitate is filtered off, washed with water and dried, giving [2-(5-chlorothiophen-2-yl)-1... The reactants are C1COCCN1, CC(C)c1cc(Cl)nc(-c2ccc(Cl)cc2)n1, O. Yields the product CC(C)c1cc(N2CCOCC2)nc(-c2ccc(Cl)cc2)n1. RXN SMILES: [CH2:18]1[CH2:19][O:20][CH2:21][CH2:22][NH:23]1.[Cl:1][c:2]1[n:3][c:4](-[c:11]2[cH:12][cH:13][c:14]([Cl:17])[cH:15][cH:16]2)[n:5][c:6]([CH:8]([CH3:9])[CH3:10])[cH:7]1.[OH2:24]>>[c:2]1([N:23]2[CH2:18][CH2:19][O:20][CH2:21][CH2:22]2)[n:3][c:4](-[c:11]2[cH:12][cH:13][c:14]([Cl:17])[cH:15][cH:16]2)[n:5][c:6]([CH:8]([CH3:9])[CH3:10])[cH:7]1.